This data is from the Open Reaction Database (ORD), a public repository of structured organic reaction records. The task is: describe an organic reaction: reactants, conditions, products, and yield Reactants: COC(C1=CC(=CC(=C1)O)OCOC)=O (5-hydroxy-3-methoxymethoxybenzoic acid methyl ester), NC1=NN(C=C1)C (3-amino-1-methyl-1H-pyrazole), IC=1C=NC=CC1 (3-iodopyridine), FCC(CF)O (1,3-difluoro-2-propanol). The product is FCC(OC=1C=C(C=C(C(=O)NC2=NN(C=C2)C)C1)OC=1C=NC=CC1)CF (5-(2-fluoro-1-fluoromethyl-ethoxy)-N-(1-methyl-1H-pyrazol-3-yl)-3-(pyridin-3-yloxy)benzamide). RXN SMILES: CO[C:3](=[O:15])[C:4]1[CH:9]=[C:8]([OH:10])[CH:7]=[C:6](OCOC)[CH:5]=1.I[C:17]1[CH:18]=[N:19][CH:20]=[CH:21][CH:22]=1.[F:23][CH2:24][CH:25]([OH:28])[CH2:26][F:27].[NH2:29][C:30]1[CH:34]=[CH:33][N:32]([CH3:35])[N:31]=1>>[F:23][CH2:24][CH:25]([CH2:26][F:27])[O:28][C:6]1[CH:7]=[C:8]([O:10][C:17]2[CH:18]=[N:19][CH:20]=[CH:21][CH:22]=2)[CH:9]=[C:4]([CH:5]=1)[C:3]([NH:29][C:30]1[CH:34]=[CH:33][N:32]([CH3:35])[N:31]=1)=[O:15]. Reported procedure: The compound of Production Example 162 was obtained as a white amorphous substance using 5-hydroxy-3-methoxymethoxybenzoic acid methyl ester, 3-iodopyridine, 1,3-difluoro-2-propanol and 3-amino-1-methyl-1H-pyrazole, by the same method as in Production Example 117, a corresponding method, or a combination thereof with an ordinary method. The reactants are C=O (HCHO), [BH3-]C#N.[Na+] (NaCNBH3), NH4OAc, C(C)(C)(C)OC(=O)N1C[C@H]([C@H](CC1)NC(=O)OCC1=CC=CC=C1)NC(C1=CC=C(C=C1)N1C(C=CC=C1)=O)=O (Cis-4-Benzyloxycarbonylamino-3-[4-(2-oxo-2H-pyridin-1-yl)-benzoylamino]-piperidine-1-carboxylic acid tert-butyl ester), C(Cl)Cl (CH2Cl2), residue. The solvent is CC(=O)O (HOAc), O (H2O), CO (MeOH), C(=O)(C(F)(F)F)O (TFA), CC#N (CH3CN). Run at time 40 minute. Yields the product C(C1=CC=CC=C1)OC(N[C@@H]1[C@@H](CN(CC1)C)NC(C1=CC=C(C=C1)N1C(C=CC=C1)=O)=O)=O (cis-{1-methyl-3-[4-(2-oxo-2H-pyridin-1-yl)-benzoylamino]-piperidin-4-yl}-carbamic acid benzyl ester). The yield is 54.3%. As a reaction SMILES: C(O[C:6]([N:8]1[CH2:13][CH2:12][C@H:11]([NH:14][C:15]([O:17][CH2:18][C:19]2[CH:24]=[CH:23][CH:22]=[CH:21][CH:20]=2)=[O:16])[C@H:10]([NH:25][C:26](=[O:40])[C:27]2[CH:32]=[CH:31][C:30]([N:33]3[CH:38]=[CH:37][CH:36]=[CH:35][C:34]3=[O:39])=[CH:29][CH:28]=2)[CH2:9]1)=O)(C)(C)C.C(Cl)Cl.C=O.[BH3-]C#N.[Na+]>C(O)(C(F)(F)F)=O.O.CC#N.CC(O)=O.CO>[CH2:18]([O:17][C:15](=[O:16])[NH:14][C@H:11]1[CH2:12][CH2:13][N:8]([CH3:6])[CH2:9][C@H:10]1[NH:25][C:26](=[O:40])[C:27]1[CH:28]=[CH:29][C:30]([N:33]2[CH:38]=[CH:37][CH:36]=[CH:35][C:34]2=[O:39])=[CH:31][CH:32]=1)[C:19]1[CH:24]=[CH:23][CH:22]=[CH:21][CH:20]=1 |f:3.4|. Reported procedure: Cis-4-Benzyloxycarbonylamino-3-[4-(2-oxo-2H-pyridin-1-yl)-benzoylamino]-piperidine-1-carboxylic acid tert-butyl ester (285 mg, 0.52 mmol) was stirred in TFA (3 mL) and CH2Cl2 (5 mL) at rt for 1.5 h. LC/MS showed completion of the reaction (447.33 (M+H), tR=2.23 min, 10–90% MeOH in H2O with 10 mM NH4OAc in a 4-min run). The solvents were evaporated. Half of the residue (0.26 mmol) was dissolved in CH3CN (2 mL). HCHO (37% wt in H2O, 0.20 mL) was added, followed by the addition of NaCNBH3 (78 mg). ... The reactants are ClC1=C(OCCNC2=CC=C(C(=O)OCC)C=C2)C=CC(=C1)Cl (ethyl p-{[2-(2,4-dichlorophenoxy)ethyl]amino}benzoate), Cl (hydrochloric acid), [OH-].[K+] (potassium hydroxide), C(C)O (ethanol). Run in O (water). Yields the product ClC1=C(OCCNC2=CC=C(C(=O)O)C=C2)C=CC(=C1)Cl (p-{[2-(2,4-Dichlorophenoxy)ethyl]amino}benzoic acid). As a reaction SMILES: [Cl:1][C:2]1[CH:22]=[C:21]([Cl:23])[CH:20]=[CH:19][C:3]=1[O:4][CH2:5][CH2:6][NH:7][C:8]1[CH:18]=[CH:17][C:11]([C:12]([O:14]CC)=[O:13])=[CH:10][CH:9]=1.[OH-].[K+].C(O)C.Cl>O>[Cl:1][C:2]1[CH:22]=[C:21]([Cl:23])[CH:20]=[CH:19][C:3]=1[O:4][CH2:5][CH2:6][NH:7][C:8]1[CH:18]=[CH:17][C:11]([C:12]([OH:14])=[O:13])=[CH:10][CH:9]=1 |f:1.2|. Procedure: A solution of 15 g of ethyl p-{[2-(2,4-dichlorophenoxy)ethyl]amino}benzoate and 15 g of potassium hydroxide in 200 ml. of 95% ethanol is refluxed for 3 hours. The solution is cooled, diluted with water, acidified with concentrated hydrochloric acid and filtered. The solid is recrystallized from ethanol to give crystals, mp 203°-205° C. Starting materials: CCO, O=c1[nH]c(=O)n(CCCCl)c2ccccc12, OC(c1ccccc1)(c1ccccc1)C1CCNCC1. Product: O=c1[nH]c(=O)n(CCCN2CCC(C(O)(c3ccccc3)c3ccccc3)CC2)c2ccccc12. As a reaction SMILES: [CH3:37][CH2:38][OH:39].[Cl:21][CH2:22][CH2:23][CH2:24][n:25]1[c:26](=[O:36])[nH:27][c:28](=[O:35])[c:29]2[cH:30][cH:31][cH:32][cH:33][c:34]12.[c:1]1([C:7]([CH:8]2[CH2:9][CH2:10][NH:11][CH2:12][CH2:13]2)([OH:14])[c:15]2[cH:16][cH:17][cH:18][cH:19][cH:20]2)[cH:2][cH:3][cH:4][cH:5][cH:6]1>>[c:1]1([C:7]([CH:8]2[CH2:9][CH2:10][N:11]([CH2:22][CH2:23][CH2:24][n:25]3[c:26](=[O:36])[nH:27][c:28](=[O:35])[c:29]4[cH:30][cH:31][cH:32][cH:33][c:34]34)[CH2:12][CH2:13]2)([OH:14])[c:15]2[cH:16][cH:17][cH:18][cH:19][cH:20]2)[cH:2][cH:3][cH:4][cH:5][cH:6]1. Procedure details: To a mixture of 4-(4′-methylbiphenyl-2-carboxamido)-N-methyl-N-[2-(2-hydroxyiminoethoxy)phenyl]benzamide (255 mg) and potassium carbonate (78.5 mg) in N,N-dimethylformamide (10 ml) was added ethyl bromoacetate (94.9 mg) and the mixture was stirred at ambient temperature for 5 hours. The mixture was diluted with ethyl acetate (30 ml) and the solution was washed with water and brine. The organic phase was dried over magnesium sulfate and the solvent was evaporated in vacuo to give an oil. The oil ... Run at time 5 hour. Reaction SMILES: [CH3:1][C:2]1[CH:7]=[CH:6][C:5]([C:8]2[C:9]([C:14]([NH:16][C:17]3[CH:37]=[CH:36][C:20]([C:21]([N:23]([CH3:35])[C:24]4[CH:29]=[CH:28][CH:27]=[CH:26][C:25]=4[O:30][CH2:31][CH:32]=[N:33][OH:34])=[O:22])=[CH:19][CH:18]=3)=[O:15])=[CH:10][CH:11]=[CH:12][CH:13]=2)=[CH:4][CH:3]=1.C(=O)([O-])[O-].[K+].[K+].Br[CH2:45][C:46]([O:48][CH2:49][CH3:50])=[O:47]>CN(C)C=O.C(OCC)(=O)C>[CH3:1][C:2]1[CH:7]=[CH:6][C:5]([C:8]2[C:9]([C:14]([NH:16][C:17]3[CH:18]=[CH:19][C:20]([C:21]([N:23]([CH3:35])[C:24]4[CH:29]=[CH:28][CH:27]=[CH:26][C:25]=4[O:30][CH2:31][CH:32]=[N:33][O:34][CH2:45][C:46]([O:48][CH2:49][CH3:50])=[O:47])=[O:22])=[CH:36][CH:37]=3)=[O:15])=[CH:10][CH:11]=[CH:12][CH:13]=2)=[CH:4][CH:3]=1 |f:1.2.3|. Run in C(C)(=O)OCC (ethyl acetate), CN(C=O)C (N,N-dimethylformamide). Isolated yield 81.8%. Yields the product CC1=CC=C(C=C1)C=1C(=CC=CC1)C(=O)NC1=CC=C(C(=O)N(C2=C(C=CC=C2)OCC=NOCC(=O)OCC)C)C=C1 (4-(4′-methylbiphenyl-2-carboxamido)-N-methyl-N-[2-[2-(ethoxycarbonylmethoxyimino)ethoxy]phenyl]benzamide). Starting materials: CC1=CC=C(C=C1)C=1C(=CC=CC1)C(=O)NC1=CC=C(C(=O)N(C2=C(C=CC=C2)OCC=NO)C)C=C1 (4-(4′-methylbiphenyl-2-carboxamido)-N-methyl-N-[2-(2-hydroxyiminoethoxy)phenyl]benzamide), C([O-])([O-])=O.[K+].[K+] (potassium carbonate), BrCC(=O)OCC (ethyl bromoacetate). Starting materials: Cl.CS(=O)(=O)NC1=CC=C(C(=O)C2CCNCC2)C=C1 (4-(4-methylsulfonylaminobenzoyl)piperidine hydrochloride), [OH-].[Na+] (sodium hydroxide). Run in aqueous solution. Reaction conditions: time 1 hour. Product: CS(=O)(=O)NC1=CC=C(C(=O)C2CCNCC2)C=C1 (4-(4-methylsulfonylaminobenzoyl)piperidine). The yield is 93.4%. RXN SMILES: Cl.[CH3:2][S:3]([NH:6][C:7]1[CH:20]=[CH:19][C:10]([C:11]([CH:13]2[CH2:18][CH2:17][NH:16][CH2:15][CH2:14]2)=[O:12])=[CH:9][CH:8]=1)(=[O:5])=[O:4].[OH-].[Na+]>>[CH3:2][S:3]([NH:6][C:7]1[CH:8]=[CH:9][C:10]([C:11]([CH:13]2[CH2:18][CH2:17][NH:16][CH2:15][CH2:14]2)=[O:12])=[CH:19][CH:20]=1)(=[O:4])=[O:5] |f:0.1,2.3|. Procedure: 10.0 g (31.4 mmol) of 4-(4-methylsulfonylaminobenzoyl)piperidine hydrochloride was suspended in 20 ml of an aqueous solution of 1.32 g of sodium hydroxide and the suspension was stirred at room temperature for 1 h. The formed crystals were filtered, washed with water and dried to obtain 8.28 g of 4-(4-methylsulfonylaminobenzoyl)piperidine in free form. A mixture of 2.0 g (7.09 mmol) of the obtained crystals, 1.57 g of chloroethylpyrrolidine hydrochloride, 2.35 g of potassium iodide and 40 ml of ...